This data is from the Open Reaction Database (ORD), a public repository of structured organic reaction records. The task is: describe an organic reaction: reactants, conditions, products, and yield Conditions: time 16 hour. The reactants are FC1=NC(=CC=C1)OC1=C(C=C(C=C1)C(C(F)(F)F)F)OC (2-fluoro-6-[2-methoxy-4-(1,2,2,2-tetrafluoroethyl)phenoxy]pyridine), solution, [Li+].C[Si](C)(C)[N-][Si](C)(C)C (LiHMDS). As a reaction SMILES: [F:1][C:2]1[CH:7]=[CH:6][CH:5]=[C:4]([O:8][C:9]2[CH:14]=[CH:13][C:12]([CH:15]([F:20])[C:16](F)([F:18])[F:17])=[CH:11][C:10]=2[O:21][CH3:22])[N:3]=1.[Li+].C[Si]([N-][Si](C)(C)C)(C)C>C1COCC1>[F:1][C:2]1[CH:7]=[CH:6][CH:5]=[C:4]([O:8][C:9]2[CH:14]=[CH:13][C:12]([C:15]([F:20])=[C:16]([F:17])[F:18])=[CH:11][C:10]=2[O:21][CH3:22])[N:3]=1 |f:1.2|. Procedure: To a solution of 2-fluoro-6-[2-methoxy-4-(1,2,2,2-tetrafluoroethyl)phenoxy]pyridine (0.078 mmol; 25 mg) under argon in THF (1 mL) at 0° C. was added dropwise a one molar solution of LiHMDS in THF (0.094 mmol; 94 μl). The reaction mixture was let come back to rt for 16 h. Concentration and purification by preparative TLC on silica gel (ethyl acetate/cyclohexane—30/70) afforded the title compound (10 mg; 0.033 mmol; 43%). The yield is 42.3%. Yields the product FC1=NC(=CC=C1)OC1=C(C=C(C=C1)C(=C(F)F)F)OC (2-fluoro-6-[2-methoxy-4-(trifluorovinyl)phenoxy]pyridine). Run in C1CCOC1 (THF), C1CCOC1 (THF). Reactants: Cc1ccc(Cc2cnc(N[N+](=O)[O-])[nH]c2=O)cn1, NCCCNc1ncc(Cl)cc1Cl, O. Product: Cc1ccc(Cc2cnc(NCCCNc3ncc(Cl)cc3Cl)[nH]c2=O)cn1. RXN SMILES: [N+:14]([NH:15][c:18]1[n:19][cH:20][c:21]([CH2:25][c:26]2[cH:27][n:28][c:29]([CH3:32])[cH:30][cH:31]2)[c:22](=[O:24])[nH:23]1)([O-:16])=[O:17].[NH2:1][CH2:2][CH2:3][CH2:4][NH:5][c:6]1[n:7][cH:8][c:9]([Cl:13])[cH:10][c:11]1[Cl:12].[OH2:33]>>[NH:1]([CH2:2][CH2:3][CH2:4][NH:5][c:6]1[n:7][cH:8][c:9]([Cl:13])[cH:10][c:11]1[Cl:12])[c:18]1[n:19][cH:20][c:21]([CH2:25][c:26]2[cH:27][n:28][c:29]([CH3:32])[cH:30][cH:31]2)[c:22](=[O:24])[nH:23]1. The reactants are CN([SiH](C)C)[Si](C)(C)C, COc1ccc(S(=O)(=O)C2SC(=O)NC2=O)cc1, Clc1ccc(C#CCCCI)cc1, [Na], CN(C)C=O. The product is COc1ccc(S(=O)(=O)C2(CCCC#Cc3ccc(Cl)cc3)SC(=O)NC2=O)cc1. RXN SMILES: [CH3:19][SiH:20]([CH3:21])[N:22]([CH3:23])[Si:24]([CH3:25])([CH3:26])[CH3:27].[CH3:1][O:2][c:3]1[cH:4][cH:5][c:6]([S:9](=[O:10])(=[O:11])[CH:12]2[C:13](=[O:18])[NH:14][C:15](=[O:17])[S:16]2)[cH:7][cH:8]1.[Cl:29][c:30]1[cH:31][cH:32][c:33]([C:36]#[C:37][CH2:38][CH2:39][CH2:40][I:41])[cH:34][cH:35]1.[Na:28].[O:42]=[CH:43][N:44]([CH3:45])[CH3:46]>>[CH3:1][O:2][c:3]1[cH:4][cH:5][c:6]([S:9](=[O:10])(=[O:11])[C:12]2([CH2:40][CH2:39][CH2:38][C:37]#[C:36][c:33]3[cH:32][cH:31][c:30]([Cl:29])[cH:35][cH:34]3)[C:13](=[O:18])[NH:14][C:15](=[O:17])[S:16]2)[cH:7][cH:8]1.